This data is from the Open Reaction Database (ORD), a public repository of structured organic reaction records. The task is: describe an organic reaction: reactants, conditions, products, and yield Reactants: C1CCOC1, CO, Cc1cc(C(F)(F)F)nn1CC(=O)N1CCC(c2nc(N)cs2)CC1, O=C=Nc1ccccc1. The product is Cc1cc(C(F)(F)F)nn1CC(=O)N1CCC(c2nc(NC(=O)Nc3ccccc3)cs2)CC1. As a reaction SMILES: [CH2:37]1[O:38][CH2:39][CH2:40][CH2:41]1.[CH3:35][OH:36].[NH2:1][c:2]1[n:3][c:4]([CH:7]2[CH2:8][CH2:9][N:10]([C:13]([CH2:14][n:15]3[n:16][c:17]([C:21]([F:22])([F:23])[F:24])[cH:18][c:19]3[CH3:20])=[O:25])[CH2:11][CH2:12]2)[s:5][cH:6]1.[c:26]1([N:32]=[C:33]=[O:34])[cH:27][cH:28][cH:29][cH:30][cH:31]1>>[NH:1]([c:2]1[n:3][c:4]([CH:7]2[CH2:8][CH2:9][N:10]([C:13]([CH2:14][n:15]3[n:16][c:17]([C:21]([F:22])([F:23])[F:24])[cH:18][c:19]3[CH3:20])=[O:25])[CH2:11][CH2:12]2)[s:5][cH:6]1)[C:33]([NH:32][c:26]1[cH:27][cH:28][cH:29][cH:30][cH:31]1)=[O:34]. The reactants are Cc1cc(NC(=O)OC(C)(C)C)c([N+](=O)[O-])cc1I, OB(O)c1ccc(F)cc1. The product is Cc1cc(NC(=O)OC(C)(C)C)c([N+](=O)[O-])cc1-c1ccc(F)cc1. As a reaction SMILES: [C:1]([CH3:2])([CH3:3])([CH3:4])[O:5][C:6]([NH:7][c:8]1[c:9]([N+:16](=[O:17])[O-:18])[cH:10][c:11]([I:15])[c:12]([CH3:14])[cH:13]1)=[O:19].[OH:20][B:21]([OH:22])[c:23]1[cH:24][cH:25][c:26]([F:27])[cH:28][cH:29]1>>[C:1]([CH3:2])([CH3:3])([CH3:4])[O:5][C:6]([NH:7][c:8]1[c:9]([N+:16](=[O:17])[O-:18])[cH:10][c:11](-[c:23]2[cH:24][cH:25][c:26]([F:27])[cH:28][cH:29]2)[c:12]([CH3:14])[cH:13]1)=[O:19]. Reactants: ClC(=O)OCC (ethyl chloroformate), COC(C[C@@H]1COC2=C1C=CC(=C2)O[C@@H]2CCC1=C(C(=CC=C21)C(F)(F)F)CN2CCNCC2)=O ({(S)-6-[(R)-4-piperazin-1-ylmethyl-5-trifluoromethyl-indan-1-yloxy]-2,3-dihydro-benzofuran-3-yl}-acetic acid methyl ester), Intermediate 27. The product is COC(C[C@@H]1COC2=C1C=CC(=C2)O[C@@H]2CCC1=C(C(=CC=C21)C(F)(F)F)CN2CCN(CC2)C(=O)OCC)=O ({(S)-6-[(R)-4-(4-Ethoxycarbonyl-piperazin-1-ylmethyl)-5-trifluoromethyl-indan-1-yloxy]-2,3-dihydro-benzofuran-3-yl}-acetic acid methyl ester). As a reaction SMILES: Cl[C:2]([O:4][CH2:5][CH3:6])=[O:3].[CH3:7][O:8][C:9](=[O:41])[CH2:10][C@H:11]1[C:15]2[CH:16]=[CH:17][C:18]([O:20][C@H:21]3[C:29]4[C:24](=[C:25]([CH2:34][N:35]5[CH2:40][CH2:39][NH:38][CH2:37][CH2:36]5)[C:26]([C:30]([F:33])([F:32])[F:31])=[CH:27][CH:28]=4)[CH2:23][CH2:22]3)=[CH:19][C:14]=2[O:13][CH2:12]1>>[CH3:7][O:8][C:9](=[O:41])[CH2:10][C@H:11]1[C:15]2[CH:16]=[CH:17][C:18]([O:20][C@H:21]3[C:29]4[C:24](=[C:25]([CH2:34][N:35]5[CH2:36][CH2:37][N:38]([C:2]([O:4][CH2:5][CH3:6])=[O:3])[CH2:39][CH2:40]5)[C:26]([C:30]([F:31])([F:32])[F:33])=[CH:27][CH:28]=4)[CH2:23][CH2:22]3)=[CH:19][C:14]=2[O:13][CH2:12]1. Procedure: The title compound is prepared from ethyl chloroformate and {(S)-6-[(R)-4-piperazin-1-ylmethyl-5-trifluoromethyl-indan-1-yloxy]-2,3-dihydro-benzofuran-3-yl}-acetic acid methyl ester following a procedure analogous to that described for Intermediate 27. LC (method 4): tR=1.02 min; Mass spectrum (ESI+): m/z=563 [M+H]+. Starting materials: NC=1C=C(C(=O)OC)C(=CN1)Br (Methyl 2-amino-5-bromoisonicotinate), C(CC)N=C=O (Propyl isocyanate). Run in C(Cl)(Cl)Cl (chloroform). Reaction conditions: temperature 55 celsius. Product: BrC1=CN=C(C=C1C(=O)OC)NC(=O)NCCC (methyl 5-bromo-2-(3-propylureido)isonicotinate). Isolated yield 94.2%. RXN SMILES: [NH2:1][C:2]1[CH:3]=[C:4]([C:9]([Br:12])=[CH:10][N:11]=1)[C:5]([O:7][CH3:8])=[O:6].[CH2:13]([N:16]=[C:17]=[O:18])[CH2:14][CH3:15]>C(Cl)(Cl)Cl>[Br:12][C:9]1[C:4]([C:5]([O:7][CH3:8])=[O:6])=[CH:3][C:2]([NH:1][C:17]([NH:16][CH2:13][CH2:14][CH3:15])=[O:18])=[N:11][CH:10]=1. Procedure: Methyl 2-amino-5-bromoisonicotinate (100 g, 433 mmol) was dissolved in chloroform (600 mL) and placed into a 1 L sealed tube. Propyl isocyanate (122.5 mL, 1.29 mol) was then added. The reactor was heated at 55° C. for 72 h at which time the reaction was determined to be complete. The mixture was then cooled to room temperature, concentrated under reduced pressure, and the solid was dissolved in 2:1 ethyl acetate: tetrahydrofuran (3 L). This solution was washed with water (2×200 mL), and the wate... Starting materials: ClC=1C2=C(N=CN1)CN(CC2)C2=NC=CC=C2Cl (4-chloro-7-(3-chloropyridin-2-yl)-5,6,7,8-tetrahydropyrido[3,4-d]pyrimidine), NC1=CC=C(C=C1)C(C#N)(C)C (2-(4-aminophenyl)-2-methylpropanenitrile). Run in C(C)#N (acetonitrile). Yields the product ClC=1C(=NC=CC1)N1CC=2N=CN=C(C2CC1)NC1=CC=C(C=C1)C(C#N)(C)C (2-(4-(7-(3-Chloropyridin-2-yl)-5,6,7,8-tetrahydropyrido[3,4-d]pyrimidin-4-ylamino)phenyl)-2-methylpropanenitrile). Isolated yield 88.2%. Reaction SMILES: Cl[C:2]1[C:3]2[CH2:11][CH2:10][N:9]([C:12]3[C:17]([Cl:18])=[CH:16][CH:15]=[CH:14][N:13]=3)[CH2:8][C:4]=2[N:5]=[CH:6][N:7]=1.[NH2:19][C:20]1[CH:25]=[CH:24][C:23]([C:26]([CH3:30])([CH3:29])[C:27]#[N:28])=[CH:22][CH:21]=1>C(#N)C>[Cl:18][C:17]1[C:12]([N:9]2[CH2:10][CH2:11][C:3]3[C:2]([NH:19][C:20]4[CH:21]=[CH:22][C:23]([C:26]([CH3:30])([CH3:29])[C:27]#[N:28])=[CH:24][CH:25]=4)=[N:7][CH:6]=[N:5][C:4]=3[CH2:8]2)=[N:13][CH:14]=[CH:15][CH:16]=1. Procedure: A mixture of 4-chloro-7-(3-chloropyridin-2-yl)-5,6,7,8-tetrahydropyrido[3,4-d]pyrimidine (40 mg, 0.14 mmol), 2-(4-aminophenyl)-2-methylpropanenitrile (100 mg, 0.63 mmol) (prepared according to the reference: Axton, C. A. et al, J. Chem. Soc. Perkin Trans. 1, 1992, 2203.), and acetonitrile (0.5 mL) was heated in a sealed tube via microwave at 180° C. for 60 min. The solvent was removed in vacuo and the residue was purified by chromatography to give a light yellow solid (50 mg).